Dataset: the Open Reaction Database (ORD), a public repository of structured organic reaction records. Task: describe an organic reaction: reactants, conditions, products, and yield The reactants are N1=C(C=CC2=CC=CC=C12)COC1=CC=C(C=C1)C(C1=CC=C(C=C1)OCC1=NC2=CC=CC=C2C=C1)C(C(=O)O)=NO (bis(4-(2-quinolylmethoxy)phenyl)methyloximinoacetic acid), C(C)O (ethanol), C1CCOC1 (THF), [OH-].[Na+] (NaOH). The solvent is O (water). Run at time 1 hour. Yields the product [Na+].N1=C(C=CC2=CC=CC=C12)COC1=CC=C(C=C1)C(C1=CC=C(C=C1)OCC1=NC2=CC=CC=C2C=C1)C(C(=O)[O-])=NO (bis(4-(2-quinolylmethoxy)phenyl)methyloximinoacetic acid sodium salt). Isolated yield 81.1%. RXN SMILES: [N:1]1[C:10]2[C:5](=[CH:6][CH:7]=[CH:8][CH:9]=2)[CH:4]=[CH:3][C:2]=1[CH2:11][O:12][C:13]1[CH:18]=[CH:17][C:16]([CH:19]([C:38](=[N:42][OH:43])[C:39]([OH:41])=[O:40])[C:20]2[CH:25]=[CH:24][C:23]([O:26][CH2:27][C:28]3[CH:37]=[CH:36][C:35]4[C:30](=[CH:31][CH:32]=[CH:33][CH:34]=4)[N:29]=3)=[CH:22][CH:21]=2)=[CH:15][CH:14]=1.C(O)C.C1COCC1.[OH-].[Na+:53]>O>[Na+:53].[N:1]1[C:10]2[C:5](=[CH:6][CH:7]=[CH:8][CH:9]=2)[CH:4]=[CH:3][C:2]=1[CH2:11][O:12][C:13]1[CH:18]=[CH:17][C:16]([CH:19]([C:38](=[N:42][OH:43])[C:39]([O-:41])=[O:40])[C:20]2[CH:21]=[CH:22][C:23]([O:26][CH2:27][C:28]3[CH:37]=[CH:36][C:35]4[C:30](=[CH:31][CH:32]=[CH:33][CH:34]=4)[N:29]=3)=[CH:24][CH:25]=2)=[CH:15][CH:14]=1 |f:3.4,6.7|. Procedure details: A mixture of bis(4-(2-quinolylmethoxy)phenyl)methyloximinoacetic acid (570 mg, 1.00 mmol), prepared as in step 1, ethanol (7 mL), dry THF (3 mL), and 1N NaOH (1.10 mL, 1.10 mmol) was stirred for 1 hour. The reaction mixture was diluted with water and the aqueous phase was washed with hexane and concentrated in vacuo. The resulting solid was collected by filtration to provide bis(4-(2-quinolylmethoxy)phenyl)methyloximinoacetic acid sodium salt (0.48 g, 81%): 1H NMR (300 MHz, DMSO-d6)δ4.18 (s, 2H)... The reactants are ClC=1C2=C(S(C1C)(=O)=O)C=C(C=C2)Cl (3,6-dichloro-2-methylbenzo[b]thiophene-1,1-dioxide), C(C)NCC (diethylamine). Solvent: CO (methanol). The product is ClC=1C=CC2=C(S(C(=C2)CN(CC)CC)(=O)=O)C1 (6-chloro-2-(N,N-diethylamino-methyl)benzo[b]thiophene-1,1 dioxide). Reaction SMILES: Cl[C:2]1[C:3]2[CH:13]=[CH:12][C:11]([Cl:14])=[CH:10][C:4]=2[S:5](=[O:9])(=[O:8])[C:6]=1[CH3:7].[CH2:15]([NH:17][CH2:18][CH3:19])[CH3:16]>CO>[Cl:14][C:11]1[CH:12]=[CH:13][C:3]2[CH:2]=[C:6]([CH2:7][N:17]([CH2:18][CH3:19])[CH2:15][CH3:16])[S:5](=[O:9])(=[O:8])[C:4]=2[CH:10]=1. Procedure details: A mixture of 37.3 g (0.15 mol) 3,6-dichloro-2-methylbenzo[b]thiophene-1,1-dioxide, 200 ml methanol and 45 ml diethylamine is heated for 4 hours to reflux. Afterwards it is concentrated by evaporation, taken up in ethyl acetate, washed with water, dried, concentrated and chromatographed on silica gel (eluting agent ethyl acetate/isohexane 1:1). 29.5 g of the title compound (62% of the theoretical yield) having a melting point of 58°-59° C. is isolated.